Task: describe an organic reaction: reactants, conditions, products, and yield. Dataset: the Open Reaction Database (ORD), a public repository of structured organic reaction records The reactants are COC1=CC=C2C(N(C(NC2=C1OCCCCC)=O)CCC1=CC=C(C=C1)[N+](=O)[O-])=O (7-methoxy-3-[2-(4-nitrophenyl)ethyl]-8-pentyloxy-1H-quinazoline-2,4-dione), C(C)O (ethanol), [H][H] (hydrogen). The reagents and catalysts are [C].[Pd] (palladium-carbon). Solvent: O1CCOCC1 (dioxane). Conditions: temperature 50 celsius, time 1 hour. Product: NC1=CC=C(C=C1)CCN1C(NC2=C(C(=CC=C2C1=O)OC)OCCCCC)=O (3-[2-(4-aminophenyl)ethyl]-7-methoxy-8-pentyloxy-1H-quinazoline-2,4-dione). Isolated yield 81.0%. As a reaction SMILES: [CH3:1][O:2][C:3]1[C:12]([O:13][CH2:14][CH2:15][CH2:16][CH2:17][CH3:18])=[C:11]2[C:6]([C:7](=[O:31])[N:8]([CH2:20][CH2:21][C:22]3[CH:27]=[CH:26][C:25]([N+:28]([O-])=O)=[CH:24][CH:23]=3)[C:9](=[O:19])[NH:10]2)=[CH:5][CH:4]=1.C(O)C.[H][H]>[C].[Pd].O1CCOCC1>[NH2:28][C:25]1[CH:26]=[CH:27][C:22]([CH2:21][CH2:20][N:8]2[C:7](=[O:31])[C:6]3[C:11](=[C:12]([O:13][CH2:14][CH2:15][CH2:16][CH2:17][CH3:18])[C:3]([O:2][CH3:1])=[CH:4][CH:5]=3)[NH:10][C:9]2=[O:19])=[CH:23][CH:24]=1 |f:3.4|. Procedure details: 7-Methoxy-3-[2-(4-nitrophenyl)ethyl]-8-pentyloxy-1H-quinazoline-2,4-dione (45.0 g, 105 mmol) obtained in Example 7-39, ethanol (1300 ml) and dioxane (700 ml) were mixed, and 10% palladium-carbon catalyst (4.5 g) was added to this solution. The reaction mixture was stirred in a stream of hydrogen at room temperature for 16.5 hours, followed by filtration. Activated charcoal (2.6 g was added to the filtrate, and the reaction mixture was stirred at 50° C. for 1 hour and then filtered. The filtrate ... Starting materials: COC(=O)Cl, CC(N)C(Oc1ccc2c(cnn2-c2ccc(F)cc2)c1)c1ccccc1. Product: COC(=O)NC(C)C(Oc1ccc2c(cnn2-c2ccc(F)cc2)c1)c1ccccc1. Reaction SMILES: [C:28]([O:29][CH3:30])(=[O:31])[Cl:32].[F:1][c:2]1[cH:3][cH:4][c:5](-[n:8]2[n:9][cH:10][c:11]3[cH:12][c:13]([O:17][CH:18]([CH:19]([CH3:20])[NH2:21])[c:22]4[cH:23][cH:24][cH:25][cH:26][cH:27]4)[cH:14][cH:15][c:16]23)[cH:6][cH:7]1>>[F:1][c:2]1[cH:3][cH:4][c:5](-[n:8]2[n:9][cH:10][c:11]3[cH:12][c:13]([O:17][CH:18]([CH:19]([CH3:20])[NH:21][C:28]([O:29][CH3:30])=[O:31])[c:22]4[cH:23][cH:24][cH:25][cH:26][cH:27]4)[cH:14][cH:15][c:16]23)[cH:6][cH:7]1. Reactants: [NH+]1=CC=CC=C1 (Pyridinium), C=1C=C[NH+]=CC1.[O-][Cr](=O)(=O)Cl (PCC), BrC=1C=C(C=C(C1Cl)Br)CO ((3,5-dibromo-4-chlorophenyl)methanol). Solvent: C(Cl)(Cl)Cl (CHCl3). Conditions: time 8 hour. Product: BrC=1C=C(C=O)C=C(C1Cl)Br (3,5-Dibromo-4-chlorobenzaldehyde), solid. Isolated yield 62.0%. Reaction SMILES: [NH+]1C=CC=CC=1.C1C=C[NH+]=CC=1.[O-][Cr](Cl)(=O)=O.[Br:18][C:19]1[CH:20]=[C:21]([CH2:27][OH:28])[CH:22]=[C:23]([Br:26])[C:24]=1[Cl:25]>C(Cl)(Cl)Cl>[Br:18][C:19]1[CH:20]=[C:21]([CH:22]=[C:23]([Br:26])[C:24]=1[Cl:25])[CH:27]=[O:28] |f:1.2|. Procedure: Pyridinium chlorochormate (PCC, 3.44 g, 15.9 mmol) was added in one portion to a stirred solution of (3,5-dibromo-4-chlorophenyl)methanol (3.2 g, 11.0 mmol) in CHCl3 (40 mL) at ambient temperature and the reaction mixture was stirred—overnight. The reaction mixture was filtered through Celite®, the Celite® pad was washed with CHCl3 and the filtrate was concentrated to afford the title compound as an off white solid (2.0 g, 62%): mp 110-113° C.; 1H NMR (300 MHz, DMSO-d6) δ 9.93 (s, 1H), 8.27 (s, ... Reactants: C(=O)(C(F)(F)F)O (TFA), C(C)(C)(C)OC(NC1=C(C=C(C(=C1)N(CCC)C)C(F)(F)F)N)=O ([2-amino-5-(methyl-propyl-amino)-4-trifluoromethyl-phenyl]-carbamic acid tert-butyl ester), C(C)(C)(C)OC(CC(C1=CC(=CC=C1)C=1SC=C(N1)COC1OCCCC1)=O)=O (3-oxo-3-[3-[4-(tetrahydro-pyran-2-yloxymethyl)-thiazol-2-yl]-phenyl]-propionic acid tert-butyl ester). Run in C(Cl)Cl (CH2Cl2). The product is OCC=1N=C(SC1)C=1C=C(C=CC1)C1=NC2=C(NC(C1)=O)C=C(C(=C2)N(CCC)C)C(F)(F)F (4-[3-(4-Hydroxymethyl-thiazol-2-yl)-phenyl]-7-(methyl-propyl-amino)-8-trifluoromethyl-1,3-dihydro-benzo[b][1,4]diazepin-2-one), solid. RXN SMILES: C(OC(=O)[NH:7][C:8]1[CH:13]=[C:12]([N:14]([CH3:18])[CH2:15][CH2:16][CH3:17])[C:11]([C:19]([F:22])([F:21])[F:20])=[CH:10][C:9]=1[NH2:23])(C)(C)C.C(O[C:30](=[O:53])[CH2:31][C:32](=O)[C:33]1[CH:38]=[CH:37][CH:36]=[C:35]([C:39]2[S:40][CH:41]=[C:42]([CH2:44][O:45]C3CCCCO3)[N:43]=2)[CH:34]=1)(C)(C)C.C(O)(C(F)(F)F)=O>C(Cl)Cl>[OH:45][CH2:44][C:42]1[N:43]=[C:39]([C:35]2[CH:34]=[C:33]([C:32]3[CH2:31][C:30](=[O:53])[NH:23][C:9]4[CH:10]=[C:11]([C:19]([F:20])([F:21])[F:22])[C:12]([N:14]([CH3:18])[CH2:15][CH2:16][CH3:17])=[CH:13][C:8]=4[N:7]=3)[CH:38]=[CH:37][CH:36]=2)[S:40][CH:41]=1. Procedure: The title compound was prepared from [2-amino-5-(methyl-propyl-amino)-4-trifluoromethyl-phenyl]-carbamic acid tert-butyl ester (0.17 g) (Example J35) and 3-oxo-3-[3-[4-(tetrahydro-pyran-2-yloxymethyl)-thiazol-2-yl]-phenyl]-propionic acid tert-butyl ester (Example K27) (0.23 g) according to the general procedure M. The obtained material was deprotected and cyclized by treatment with TFA in CH2Cl2 according to the general procedure N. Obtained as a yellow solid (0.06 g). Reactants: O=C(O)c1cc(Br)nn1-c1ncccc1Cl, Cc1ccccc1, CN(C)C=O, O=S(Cl)Cl. Product: O=C(Cl)c1cc(Br)nn1-c1ncccc1Cl. RXN SMILES: [Br:10][c:11]1[n:12][n:13](-[c:19]2[n:20][cH:21][cH:22][cH:23][c:24]2[Cl:25])[c:14]([C:16](=[O:17])[OH:18])[cH:15]1.[CH3:26][c:27]1[cH:28][cH:29][cH:30][cH:31][cH:32]1.[CH3:5][N:6]([CH3:7])[CH:8]=[O:9].[S:1]([Cl:2])([Cl:3])=[O:4]>>[Cl:3][C:16]([c:14]1[n:13](-[c:19]2[n:20][cH:21][cH:22][cH:23][c:24]2[Cl:25])[n:12][c:11]([Br:10])[cH:15]1)=[O:17]. Reaction conditions: temperature 100 celsius. The reactants are CNC1=CC=CC=C1 (N-methyl aniline), C(=O)NC1=CC=CC=C1.[Na] (sodium formanilide), Cl (hydrochloric acid). The solvent is CO (methanol). Product: CN(C1=CC=CC=C1)C=O (N-Methylformanilide). Reaction SMILES: [CH3:1][NH:2][C:3]1[CH:8]=[CH:7][CH:6]=[CH:5][CH:4]=1.[CH:9](NC1C=CC=CC=1)=[O:10].[Na].Cl>CO>[CH3:1][N:2]([CH:9]=[O:10])[C:3]1[CH:8]=[CH:7][CH:6]=[CH:5][CH:4]=1 |f:1.2,^1:17|. Procedure: To the reactor described in Example 1 is charged 107 grams (1.0 mole) of N-methyl aniline, 14 grams (0.1 mole) of sodium formanilide and 150 milliliters of methanol. The autoclave is closed, purged with carbon monoxide and the temperature raised to 100° C. with atmospheric steam. Carbon monoxide is then introduced at 28 kg/cm2 pressure for about 30 minutes. The basic reaction mixture is neutralized with hydrochloric acid and extracted with xylene. Gas liquid chromatographic analysis shows that a...